This data is from the Open Reaction Database (ORD), a public repository of structured organic reaction records. The task is: describe an organic reaction: reactants, conditions, products, and yield The reactants are OCCOCN1C=NC(=C1NC(N)=S)C(=O)N (1-[(2-Hydroxyethoxy)methyl]-5-(thiocarbamoyl)amino-1H-imidazole-4-carboxamide), OO (hydrogen peroxide). The reagents and catalysts are [O-][W](=O)(=O)[O-].[Na+].[Na+] (sodium tungstate). The solvent is [OH-].[Na+] (sodium hydroxide). Reaction conditions: time 15 minute. The product is OCCOCN1C=2N=C(NC(C2N=C1)=O)N (9-[(2-Hydroxyethoxy)methyl]guanine). Isolated yield 59.0%. Reaction SMILES: [OH:1][CH2:2][CH2:3][O:4][CH2:5][N:6]1[C:10]([NH:11][C:12](=S)[NH2:13])=[C:9]([C:15]([NH2:17])=[O:16])[N:8]=[CH:7]1.OO>[OH-].[Na+].[O-][W]([O-])(=O)=O.[Na+].[Na+]>[OH:1][CH2:2][CH2:3][O:4][CH2:5][N:6]1[CH:7]=[N:8][C:9]2[C:15](=[O:16])[NH:17][C:12]([NH2:13])=[N:11][C:10]1=2 |f:2.3,4.5.6|. Procedure details: 1-[(2-Hydroxyethoxy)methyl]-5-(thiocarbamoyl)amino-1H-imidazole-4-carboxamide (2.59 g, 10.0 mM) and sodium tungstate (0.05 g) were dissolved in 6N sodium hydroxide (20 ml) at 5° C. 35% hydrogen peroxide (4.0 ml, 44 mM) was added dropwise at 5°-15° C. in the course of 15 minutes. After stirring for 15 minutes at 0°-5° C. HPLC indicated 59% yield of the title compound. The pH-value of the reaction mixture was adjusted to 5.5 with 25% aqueous acetic acid. The resulting product was filtered off, was... Reactants: CON1CCNNCC1 (5-methoxy-[1,2,5]triazepane), C(C)C1=C(C(=CC(=C1)C)CC)C(C(=O)N)C(=O)N (2-(2,6-diethyl-4-methyl-phenyl)-malonamide). The solvent is ClCCCl (1,2-dichloroethane). The product is C(C)C1=C(C(=CC(=C1)C)CC)C1C(N2N(CCN(CC2)OC)C1=O)=O (8-(2,6-Diethyl-4-methyl-phenyl)-3-methoxy-tetrahydro-pyrazolo[1,2-a][1,2,5]triazepine-7,9-dione). RXN SMILES: [CH3:1][O:2][N:3]1[CH2:9][CH2:8][NH:7][NH:6][CH2:5][CH2:4]1.[CH2:10]([C:12]1[CH:17]=[C:16]([CH3:18])[CH:15]=[C:14]([CH2:19][CH3:20])[C:13]=1[CH:21]([C:25](N)=[O:26])[C:22](N)=[O:23])[CH3:11]>ClCCCl>[CH2:10]([C:12]1[CH:17]=[C:16]([CH3:18])[CH:15]=[C:14]([CH2:19][CH3:20])[C:13]=1[CH:21]1[C:25](=[O:26])[N:6]2[CH2:5][CH2:4][N:3]([O:2][CH3:1])[CH2:9][CH2:8][N:7]2[C:22]1=[O:23])[CH3:11]. Procedure: A degassed solution in a microwave vial of 5-methoxy-[1,2,5]triazepane (free base, 50 mg, 0.38 mmol) and 2-(2,6-diethyl-4-methyl-phenyl)-malonamide (95 mg, 0.38 mmol) in 1,2-dichloroethane (2.5 ml) under argon was irradiated with microwaves at 180° C. for 5 minutes. The solvent was evaporated, the residue dissolved in 5N aqueous sodium hydroxide, the aqueous layer extracted twice with ethyl acetate and the combined organic layers discarded. The aqueous alkaline phase was acidified with cooling t... As a reaction SMILES: [F:16][C:17]([CH2:18][OH:19])([CH2:20][OH:21])[N+:22](=[O:23])[O-:24].[F:1][C:2]([F:3])([F:4])[S:5](=[O:6])(=[O:7])[O:8][S:9]([C:10]([F:11])([F:12])[F:13])(=[O:14])=[O:15].[cH:25]1[cH:26][cH:27][n:28][cH:29][cH:30]1>>[F:16][C:17]([CH2:18][OH:19])([CH2:20][OH:21])[N+:22](=[O:23])[O-:24].[F:1][C:2]([F:3])([F:4])[S:5](=[O:6])(=[O:7])[OH:8]. Reactants: O=[N+]([O-])C(F)(CO)CO, O=S(=O)(OS(=O)(=O)C(F)(F)F)C(F)(F)F, c1ccncc1. Yields the product O=[N+]([O-])C(F)(CO)CO, O=S(=O)(O)C(F)(F)F. The reactants are ClC(C(O)C1=CC(=C(C=C1)C1CCCCC1)Cl)Cl (β,β-Dichloro-α-(3-chloro-4-cyclohexylphenyl)ethanol), S(=O)(Cl)Cl (thionyl chloride). Reagents/catalysts: N1=CC=CC=C1 (pyridine). Conditions: time 12 hour. Yields the product ClC(C(Cl)C1=CC(=C(C=C1)C1CCCCC1)Cl)Cl (β,β,α,3-tetrachloro-4-cyclohexylphenylethane). Reaction SMILES: [Cl:1][CH:2]([Cl:18])[CH:3]([C:5]1[CH:10]=[CH:9][C:8]([CH:11]2[CH2:16][CH2:15][CH2:14][CH2:13][CH2:12]2)=[C:7]([Cl:17])[CH:6]=1)O.S(Cl)([Cl:21])=O>N1C=CC=CC=1>[Cl:1][CH:2]([Cl:18])[CH:3]([C:5]1[CH:10]=[CH:9][C:8]([CH:11]2[CH2:16][CH2:15][CH2:14][CH2:13][CH2:12]2)=[C:7]([Cl:17])[CH:6]=1)[Cl:21]. Reported procedure: β,β-Dichloro-α-(3-chloro-4-cyclohexylphenyl)ethanol (67.5 g.; 0.22 moles) is heated with thionyl chloride (110 ml) containing 1 drop of pyridine until solution is obtained. The heating is discontinued and the reaction is allowed to proceed at room temperature for 12 hours. The reaction mixture is heated for an additional hour and the thionyl chloride removed, chased by benzene several times and distilled to give β,β,α,3-tetrachloro-4-cyclohexylphenylethane. The reactants are BrC=1C=C(C(=O)OCC)C=CC1C#N (ethyl 3-bromo-4-cyanobenzoate), C([O-])([O-])=O.[Cs+].[Cs+] (cesium carbonate), CCC(CC)N (pentan-3-amine), CC1(C2=C(C(=CC=C2)P(C3=CC=CC=C3)C4=CC=CC=C4)OC5=C(C=CC=C51)P(C6=CC=CC=C6)C7=CC=CC=C7)C (XANTPHOS). The reagents and catalysts are C=1C=CC(=CC1)/C=C/C(=O)/C=C/C2=CC=CC=C2.C=1C=CC(=CC1)/C=C/C(=O)/C=C/C2=CC=CC=C2.C=1C=CC(=CC1)/C=C/C(=O)/C=C/C2=CC=CC=C2.[Pd].[Pd] (tris(dibenzylideneacetone)dipalladium(0)). Solvent: O1CCOCC1 (dioxane). Reaction conditions: temperature 95 celsius. The product is C(#N)C1=C(C=C(C(=O)OCC)C=C1)NC(CC)CC (ethyl 4-cyano-3-(pentan-3-ylamino)benzoate). The yield is 61.4%. As a reaction SMILES: Br[C:2]1[CH:3]=[C:4]([CH:10]=[CH:11][C:12]=1[C:13]#[N:14])[C:5]([O:7][CH2:8][CH3:9])=[O:6].C(=O)([O-])[O-].[Cs+].[Cs+].[CH3:21][CH2:22][CH:23]([NH2:26])[CH2:24][CH3:25].CC1(C)C2C(=C(P(C3C=CC=CC=3)C3C=CC=CC=3)C=CC=2)OC2C(P(C3C=CC=CC=3)C3C=CC=CC=3)=CC=CC1=2>C1C=CC(/C=C/C(/C=C/C2C=CC=CC=2)=O)=CC=1.C1C=CC(/C=C/C(/C=C/C2C=CC=CC=2)=O)=CC=1.C1C=CC(/C=C/C(/C=C/C2C=CC=CC=2)=O)=CC=1.[Pd].[Pd].O1CCOCC1>[C:13]([C:12]1[CH:11]=[CH:10][C:4]([C:5]([O:7][CH2:8][CH3:9])=[O:6])=[CH:3][C:2]=1[NH:26][CH:23]([CH2:24][CH3:25])[CH2:22][CH3:21])#[N:14] |f:1.2.3,6.7.8.9.10|. Reported procedure: To a pressure vessel were added ethyl 3-bromo-4-cyanobenzoate (500 mg, 1.97 mmol), cesium carbonate (1.28 g, 3.94 mmol), pentan-3-amine (688 uL, 5.90 mmol), XANTPHOS (114 mg, 0.20 mmol), tris(dibenzylideneacetone)dipalladium(0) (90 mg, 0.10 mmol), and dioxane (3 mL). The vessel was sealed and heated to 95° C. for 15 h. After cooling to room temperature, the mixture was filtered through celite and the filter cake rinsed with ethyl acetate. The filtrate was then concentrated and the residue was pu... Starting materials: C(C1=CC=CC=C1)ONC1=C(C(=NC=C1)C)OC (4-(O-benzylhydroxylamino)-3-methoxy-2-methylpyridine), S(=O)(=O)(C1=CC=C(C)C=C1)OC1CCC2(OCCO2)CC1 (8-tosyloxy-1,4-dioxaspiro[4.5]decane). The product is C(C1=CC=CC=C1)ON(C1CCC2(OCCO2)CC1)C1=C(C(=NC=C1)C)OC (4-[O-Benzyl-N-(1,4-dioxaspiro[4.5]dec-8-yl)hydroxylamino]-3-methoxy-2-methylpyridine). The yield is 70.0%. As a reaction SMILES: [CH2:1]([O:8][NH:9][C:10]1[CH:15]=[CH:14][N:13]=[C:12]([CH3:16])[C:11]=1[O:17][CH3:18])[C:2]1[CH:7]=[CH:6][CH:5]=[CH:4][CH:3]=1.S(O[CH:30]1[CH2:39][CH2:38][C:33]2([O:37][CH2:36][CH2:35][O:34]2)[CH2:32][CH2:31]1)(C1C=CC(C)=CC=1)(=O)=O>>[CH2:1]([O:8][N:9]([C:10]1[CH:15]=[CH:14][N:13]=[C:12]([CH3:16])[C:11]=1[O:17][CH3:18])[CH:30]1[CH2:39][CH2:38][C:33]2([O:37][CH2:36][CH2:35][O:34]2)[CH2:32][CH2:31]1)[C:2]1[CH:7]=[CH:6][CH:5]=[CH:4][CH:3]=1. Procedure: Prepared analogously to Example 5 from 4-(O-benzylhydroxylamino)-3-methoxy-2-methylpyridine and 8-tosyloxy-1,4-dioxaspiro[4.5]decane. Yield: 70% Starting materials: C(C)OC(C(C1=NC=CC=C1)NC(CC1=C(C=CC=C1)F)=O)=O (Ethyl{[(2-fluorophenyl)acetyl]amino}(pyridin-2-yl)acetate), P(=O)(Cl)(Cl)Cl (phosphoryl chloride). Solvent: ClCCCl (1,2-dichloroethane). The product is FC1=C(CC2=NC(=C3N2C=CC=C3)C(=O)OCC)C=CC=C1 (Ethyl 3-(2-fluorobenzyl)imidazo[1,5-a]pyridine-1-carboxylate). Reaction SMILES: [CH2:1]([O:3][C:4](=[O:23])[CH:5]([NH:12][C:13](=O)[CH2:14][C:15]1[CH:20]=[CH:19][CH:18]=[CH:17][C:16]=1[F:21])[C:6]1[CH:11]=[CH:10][CH:9]=[CH:8][N:7]=1)[CH3:2].P(Cl)(Cl)(Cl)=O>ClCCCl>[F:21][C:16]1[CH:17]=[CH:18][CH:19]=[CH:20][C:15]=1[CH2:14][C:13]1[N:7]2[CH:8]=[CH:9][CH:10]=[CH:11][C:6]2=[C:5]([C:4]([O:3][CH2:1][CH3:2])=[O:23])[N:12]=1. Procedure details: 2.72 g (8.60 mmol) of ethyl {[(2-fluorophenyl)acetyl]amino}(pyridin-2-yl)acetate from example 6A are introduced into 30 ml of 1,2-dichloroethane, and 4.81 ml (51.6 mmol) of phosphoryl chloride are added. The mixture is heated to reflux for 9 h and then concentrated in vacuo, and the residue is taken up in ethyl acetate. The solution is washed with saturated sodium carbonate solution, dried over sodium sulfate and purified by chromatography on silica gel (eluent: cyclohexane/ethyl acetate 2:1). 2... Starting materials: C1(NCCC2=C1NC1=CC=CC=C21)=O (1,2,3,4-tetrahydro-9H-pyrido[3,4-b]indol-1-one), BrC(C(=O)OCC)CCCC (ethyl 2-bromohexanoate), C(C)(C)NC(C)C (diisopropylamine), C(CCC)[Li] (n-butyllithium). Solvent: O1CCCC1 (tetrahydrofuran), O1CCCC1 (tetrahydrofuran). Conditions: temperature 0 celsius, time 16 hour. Yields the product C(C)OC(=O)C(CN1C(C=2NC3=CC=CC=C3C2CC1)=O)CCC (2-(1-Ethoxycarbonyl)pentyl-1,2,3,4-tetrahydro-9H-pyrido[3,4-b]indol-1-one). The yield is 39.1%. As a reaction SMILES: C(N[CH:5]([CH3:7])[CH3:6])(C)C.C([Li])CCC.[C:13]1(=[O:26])[C:18]2[NH:19][C:20]3[C:25]([C:17]=2[CH2:16][CH2:15][NH:14]1)=[CH:24][CH:23]=[CH:22][CH:21]=3.Br[CH:28]([CH2:34]CCC)[C:29]([O:31][CH2:32][CH3:33])=[O:30]>O1CCCC1>[CH2:32]([O:31][C:29]([CH:28]([CH2:7][CH2:5][CH3:6])[CH2:34][N:14]1[CH2:15][CH2:16][C:17]2[C:25]3[C:20](=[CH:21][CH:22]=[CH:23][CH:24]=3)[NH:19][C:18]=2[C:13]1=[O:26])=[O:30])[CH3:33]. Procedure details: A solution of 0.38 ml (2.8 mmol) of diisopropylamine in 25 ml of dry tetrahydrofuran was cooled under N2 atmosphere to -78° C. and treated with 1.1 ml (2.8 mmol) of n-butyllithium. The resulting solution was warmed to 0° C. for 5 min, recooled to -78° C. and treated with a solution of 250 mg (1.34 mmol) of 1,2,3,4-tetrahydro-9H-pyrido[3,4-b]indol-1-one (J. Chem. Soc. 1960, 4699) in 5 ml of tetrahydrofuran. The solution was allowed to warm to 0° C. followed by treatment with 0.25 ml (1.4 mmol) of...